From a dataset of the Open Reaction Database (ORD), a public repository of structured organic reaction records. describe an organic reaction: reactants, conditions, products, and yield Starting materials: C(C1=CC=CC=C1)OCC(CO)(O)C (3-Benzyloxy-2-methylpropane-1,2-diol), C(C)OC(C)OCC (1,1-diethoxyethane), C1(=CC=C(C=C1)S(=O)(=O)O)C (p-toluenesulphonic acid), alcohol. Solvent: CCOCC (ether). The product is C(C1=CC=CC=C1)OCC1(OC(OC1)C)C (4-Benzyloxymethyl-2,4-dimethyl-1,3-dioxolane). RXN SMILES: [CH2:1]([O:8][CH2:9][C:10]([CH3:14])([OH:13])[CH2:11][OH:12])[C:2]1[CH:7]=[CH:6][CH:5]=[CH:4][CH:3]=1.[CH2:15](OC(OCC)C)[CH3:16].C1(C)C=CC(S(O)(=O)=O)=CC=1>CCOCC>[CH2:1]([O:8][CH2:9][C:10]1([CH3:14])[CH2:11][O:12][CH:15]([CH3:16])[O:13]1)[C:2]1[CH:7]=[CH:6][CH:5]=[CH:4][CH:3]=1. Reported procedure: 3-Benzyloxy-2-methylpropane-1,2-diol (5.0g), 1,1-diethoxyethane (3.0g) and p-toluenesulphonic acid were heated at 110°-115° C with stirring until no more alcohol was evolved. The mixture was then heated at 140°-145° C for 15 minutes. After cooling, the mixture was dissolved in ether and the resulting solution was then washed with 5% potassium carbonate solution followed by water. The solution was dried over anhydrous magnesium sulphate and the solvent was removed under reduced pressure to yield ... The reactants are C1CCOC1, CCCCCC, CC#C[Si](C)(C)C, [Li]CCCC, ClCC1CO1. The product is C[Si](C)(C)C#CCCC1CO1. As a reaction SMILES: [CH2:24]1[O:25][CH2:26][CH2:27][CH2:28]1.[CH3:13][CH2:14][CH2:15][CH2:16][CH2:17][CH3:18].[CH3:1][Si:2]([C:3]#[C:4][CH3:5])([CH3:6])[CH3:7].[CH3:8][CH2:9][CH2:10][CH2:11][Li:12].[Cl:19][CH2:20][CH:21]1[CH2:22][O:23]1>>[CH3:1][Si:2]([C:3]#[C:4][CH2:5][CH2:20][CH:21]1[CH2:22][O:23]1)([CH3:6])[CH3:7]. Reactants: CC(C)(O)c1cc(C#N)cc2nc(-c3ccc(NC(=O)CN4CCN(c5ccc(C(F)(F)F)cc5)CC4)cc3)oc12, CCN(CC)S(F)(F)F, ClCCl. The product is CC(C)(F)c1cc(C#N)cc2nc(-c3ccc(NC(=O)CN4CCN(c5ccc(C(F)(F)F)cc5)CC4)cc3)oc12. Reaction SMILES: [C:1](#[N:2])[c:3]1[cH:4][c:5]([C:38]([CH3:39])([CH3:40])[OH:41])[c:6]2[c:7]([n:8][c:9](-[c:11]3[cH:12][cH:13][c:14]([NH:17][C:18]([CH2:19][N:20]4[CH2:21][CH2:22][N:23]([c:26]5[cH:27][cH:28][c:29]([C:32]([F:33])([F:34])[F:35])[cH:30][cH:31]5)[CH2:24][CH2:25]4)=[O:36])[cH:15][cH:16]3)[o:10]2)[cH:37]1.[CH2:42]([N:43]([S:44]([F:45])([F:46])[F:48])[CH2:47][CH3:49])[CH3:50].[Cl:51][CH2:52][Cl:53]>>[C:1](#[N:2])[c:3]1[cH:4][c:5]([C:38]([CH3:39])([CH3:40])[F:48])[c:6]2[c:7]([n:8][c:9](-[c:11]3[cH:12][cH:13][c:14]([NH:17][C:18]([CH2:19][N:20]4[CH2:21][CH2:22][N:23]([c:26]5[cH:27][cH:28][c:29]([C:32]([F:33])([F:34])[F:35])[cH:30][cH:31]5)[CH2:24][CH2:25]4)=[O:36])[cH:15][cH:16]3)[o:10]2)[cH:37]1. Reactants: solid, Cl.Cl.Cl.O1CCC=2C1=C(N=CC2)N2CCN(CC2)CC[C@@H]2CC[C@H](CC2)N (trans-4-{2-[4-(2,3-dihydro-furo[2,3-c]pyridin-7-yl)-piperazin-1-yl]-ethyl}-cyclohexylamine trihydrochloride), Cl.Cl.Cl.O1CCC=2C1=C(N=CC2)N2CCN(CC2)CC[C@@H]2CC[C@H](CC2)N (trans-4-{2-[4-(2,3-dihydro-furo[2,3-c]pyridin-7-yl)-piperazin-1-yl]-ethyl}-cyclohexylamine trihydrochloride), OCC(=O)O (2-hydroxy-acetic acid). Product: O1CCC=2C1=C(N=CC2)N2CCN(CC2)CC[C@@H]2CC[C@H](CC2)NC(CO)=O (trans-N-(4-{2-[4-(2,3-Dihydro-furo[2,3-c]pyridin-7-yl)-piperazin-1-yl]-ethyl}-cyclohexyl)-2-hydroxy-acetamide). As a reaction SMILES: Cl.Cl.Cl.[O:4]1[C:8]2=[C:9]([N:13]3[CH2:18][CH2:17][N:16]([CH2:19][CH2:20][C@H:21]4[CH2:26][CH2:25][C@H:24]([NH2:27])[CH2:23][CH2:22]4)[CH2:15][CH2:14]3)[N:10]=[CH:11][CH:12]=[C:7]2[CH2:6][CH2:5]1.[OH:28][CH2:29][C:30](O)=[O:31]>>[O:4]1[C:8]2=[C:9]([N:13]3[CH2:18][CH2:17][N:16]([CH2:19][CH2:20][C@H:21]4[CH2:26][CH2:25][C@H:24]([NH:27][C:29](=[O:28])[CH2:30][OH:31])[CH2:23][CH2:22]4)[CH2:15][CH2:14]3)[N:10]=[CH:11][CH:12]=[C:7]2[CH2:6][CH2:5]1 |f:0.1.2.3|. Procedure: The title compound, white solid (52 mg, 84%), MS (ISP) m/z=389.4 [(M+H)+], mp 246° C., was prepared in accordance with the general method of example 6 from trans-4-{2-[4-(2,3-dihydro-furo[2,3-c]pyridin-7-yl)-piperazin-1-yl]-ethyl}-cyclohexylamine trihydrochloride (intermediate B) (70.4 mg, 0.16 mmol) 2-hydroxy-acetic acid. Reactants: O=S(=O)(Cl)c1ccc(C(F)(F)F)cc1, O=[N+]([O-])c1cccc([N+](=O)[O-])c1CO. Product: O=[N+]([O-])c1cccc([N+](=O)[O-])c1COS(=O)(=O)c1ccc(C(F)(F)F)cc1. RXN SMILES: [F:15][C:16]([c:17]1[cH:18][cH:19][c:20]([S:23](=[O:24])(=[O:25])[Cl:26])[cH:21][cH:22]1)([F:27])[F:28].[N+:1](=[O:2])([O-:3])[c:4]1[c:5]([CH2:6][OH:7])[c:8]([N+:12](=[O:13])[O-:14])[cH:9][cH:10][cH:11]1>>[N+:1](=[O:2])([O-:3])[c:4]1[c:5]([CH2:6][O:7][S:23]([c:20]2[cH:19][cH:18][c:17]([C:16]([F:15])([F:27])[F:28])[cH:22][cH:21]2)(=[O:24])=[O:25])[c:8]([N+:12](=[O:13])[O-:14])[cH:9][cH:10][cH:11]1. Reactants: BrCc1ccc(Br)cc1, CNC, c1ccccc1. Yields the product CN(C)Cc1ccc(Br)cc1. As a reaction SMILES: [Br:4][c:5]1[cH:6][cH:7][c:8]([CH2:9][Br:10])[cH:11][cH:12]1.[CH3:1][NH:2][CH3:3].[cH:13]1[cH:14][cH:15][cH:16][cH:17][cH:18]1>>[CH3:1][N:2]([CH3:3])[CH2:9][c:8]1[cH:7][cH:6][c:5]([Br:4])[cH:12][cH:11]1. Starting materials: C1(CCCCC1)N=C=NC1CCCCC1 (Dicyclohexyicarbodiimide), OC1=C(C2=CC=CC=C2C=C1)C(=O)O (2-hydroxy-1-naphthoic acid). Run in CO (methanol). Reaction conditions: time 16 hour. Yields the product OC1=C(C2=CC=CC=C2C=C1)C(=O)OC (Methyl 2-hydroxy-1-naphthoate). Reaction SMILES: [CH:1]1(N=C=NC2CCCCC2)CCCCC1.[OH:16][C:17]1[CH:26]=[CH:25][C:24]2[C:19](=[CH:20][CH:21]=[CH:22][CH:23]=2)[C:18]=1[C:27]([OH:29])=[O:28]>CO>[OH:16][C:17]1[CH:26]=[CH:25][C:24]2[C:19](=[CH:20][CH:21]=[CH:22][CH:23]=2)[C:18]=1[C:27]([O:29][CH3:1])=[O:28]. Procedure: Dicyclohexyicarbodiimide (1.20 Kg, 5.8 mol, 1.1 eq) was added portionwise over 4.5 hours to a cooled, mechanically-stirred slurry of 2-hydroxy-1-naphthoic acid (1.00 Kg, 5.3 mol) in methanol (3 L) under nitrogen. The internal temperature was maintained between 10 and 15° C. during the addition. Once the addition was complete, the mixture was allowed to warm to ambient temperature and stirred for 16 hours. The methanol was removed under reduced pressure and the residue taken up in ethyl acetate (...